This data is from the Open Reaction Database (ORD), a public repository of structured organic reaction records. The task is: describe an organic reaction: reactants, conditions, products, and yield The reactants are COC1=C(OCC(C(=O)O)(C)C)C(=CC=C1OC)C1=C2CCC(C2=CC=C1)=O (3-[2,3-Dimethoxy-6-(1-oxo-indan-4-yl)-phenoxy]-2,2-dimethyl-propionic acid), COC1=C(OCC(C(=O)NC)(C)C)C(=CC=C1OC)C1=C2CCC(C2=CC=C1)=O (3-[2,3-Dimethoxy-6-(1-oxo-indan-4-yl)-phenoxy]-2,2,N-trimethyl-propionamide), COC1=C(OCC(C(=O)O)(C)C)C(=CC=C1OC)C1=C2CCC(C2=CC=C1)=O (3-[2,3-Dimethoxy-6-(1-oxo-indan-4-yl)-phenoxy]-2,2-dimethyl-propionic acid), CNC (dimethylamine). Product: COC1=C(OCC(C(=O)N(C)C)(C)C)C(=CC=C1OC)C1=C2CCC(C2=CC=C1)=O (3-[2,3-Dimethoxy-6-(1-oxo-indan-4-yl)-phenoxy]-2,2,N,N-tetramethyl-propionamide). As a reaction SMILES: [CH3:1][O:2][C:3]1[C:16]([O:17][CH3:18])=[CH:15][CH:14]=[C:13]([C:19]2[CH:27]=[CH:26][CH:25]=[C:24]3[C:20]=2[CH2:21][CH2:22][C:23]3=[O:28])[C:4]=1[O:5][CH2:6][C:7]([CH3:12])([CH3:11])[C:8](O)=[O:9].[CH3:29][NH:30][CH3:31].COC1C(OC)=CC=C(C2C=CC=C3C=2CCC3=O)C=1OCC(C)(C)C(NC)=O>>[CH3:1][O:2][C:3]1[C:16]([O:17][CH3:18])=[CH:15][CH:14]=[C:13]([C:19]2[CH:27]=[CH:26][CH:25]=[C:24]3[C:20]=2[CH2:21][CH2:22][C:23]3=[O:28])[C:4]=1[O:5][CH2:6][C:7]([CH3:12])([CH3:11])[C:8]([N:30]([CH3:31])[CH3:29])=[O:9]. Reported procedure: From 3-[2,3-Dimethoxy-6-(1-oxo-indan-4-yl)-phenoxy]-2,2-dimethyl-propionic acid (Compound 199) and 2M dimethylamine solution following the procedure for the preparation of Compound 200. Purification by column chromatography (silica gel, 0-50% ethyl acetate in pet ether) afforded the title compound as a solid. Reactants: C(C)(C)(C)OC(=O)N1C2CCC(C1C=1NC(=CN1)C1=CC=C(C=C1)Br)C2 (3-[5-(4-Bromo-phenyl)-1H-imidazol-2-yl]-2-aza-bicyclo[2.2.1]heptane-2-carboxylic acid tert-butyl ester), C(C)(C)(C)OC(=O)N1C2CCC(C1C(NCC(=O)C1=CC=C(C=C1)Br)=O)C2 (3-[2-(4-bromo-phenyl)-2-oxo-ethylcarbamoyl]-2-aza-bicyclo[2.2.1]heptane-2-carboxylic acid tert-butyl ester). The product is C(C)(C)(C)OC(=O)N1C(COCC1)C=1NC(=CN1)C1=CC=C(C=C1)Br (3-[5-(4-Bromo-phenyl)-1H-imidazol-2-yl]-morpholine-4-carboxylic acid tert-butyl ester). As a reaction SMILES: [C:1]([O:5][C:6]([N:8]1[CH:13]([C:14]2[NH:15][C:16]([C:19]3[CH:24]=[CH:23][C:22]([Br:25])=[CH:21][CH:20]=3)=[CH:17][N:18]=2)[CH:12]2C[CH:9]1[CH2:10]C2)=[O:7])([CH3:4])([CH3:3])[CH3:2].C([O:31]C(N1C(C(=O)NCC(C2C=CC(Br)=CC=2)=O)C2CC1CC2)=O)(C)(C)C>>[C:1]([O:5][C:6]([N:8]1[CH2:9][CH2:10][O:31][CH2:12][CH:13]1[C:14]1[NH:15][C:16]([C:19]2[CH:24]=[CH:23][C:22]([Br:25])=[CH:21][CH:20]=2)=[CH:17][N:18]=1)=[O:7])([CH3:4])([CH3:3])[CH3:2]. Procedure details: Title compound was prepared according to the method employed to prepare 3-[5-(4-Bromo-phenyl)-1H-imidazol-2-yl]-2-aza-bicyclo[2.2.1]heptane-2-carboxylic acid tert-butyl ester (Example AS), substituting 3-[2-(4-Bromo-phenyl)-2-oxo-ethylcarbamoyl]-morpholine-4-carboxylic acid tert-butyl ester for 3-[2-(4-bromo-phenyl)-2-oxo-ethylcarbamoyl]-2-aza-bicyclo[2.2.1]heptane-2-carboxylic acid tert-butyl ester. Starting materials: BrCc1ccccc1, CC(CO)CBr. The product is CC(CBr)COCc1ccccc1. RXN SMILES: [Br:7][CH2:8][c:9]1[cH:10][cH:11][cH:12][cH:13][cH:14]1.[CH3:1][CH:2]([CH2:3][OH:4])[CH2:5][Br:6]>>[CH3:1][CH:2]([CH2:3][O:4][CH2:8][c:9]1[cH:10][cH:11][cH:12][cH:13][cH:14]1)[CH2:5][Br:6]. Reaction SMILES: [C:1]([NH2:7])([C:3]([F:6])([F:5])[F:4])=[O:2].N[C@@H:9]([C:20]([OH:22])=O)[CH2:10][C:11]1[C:19]2[C:14](=[CH:15][CH:16]=[CH:17][CH:18]=2)[NH:13][CH:12]=1.ON1C2C=CC=CC=2N=N1.C1(N=C=NC2CCCCC2)CCCCC1.[CH2:48]([NH2:55])[C:49]1[CH:54]=[CH:53][CH:52]=[CH:51][CH:50]=1>C1COCC1>[C:49]1([CH2:48][NH:55][C:20](=[O:22])[C@H:9]([NH:7][C:1](=[O:2])[C:3]([F:6])([F:5])[F:4])[CH2:10][C:11]2[C:19]3[C:14](=[CH:15][CH:16]=[CH:17][CH:18]=3)[NH:13][CH:12]=2)[CH:54]=[CH:53][CH:52]=[CH:51][CH:50]=1. Reaction conditions: temperature 25 celsius, time 15 minute. Procedure: An ice-cold solution of 15 g (50 mmol) of the N-trifluoroacetamide of D-tryptophan, synthesized by methods previously outlined (J. Org. Chem. 1979;44:2805-2807) in 50 mL of THF under N2 was treated sequentially with 7.1 g (52.5 mmol) of 1-hydroxybenzo-triazole then 10.83 g (52.5 mmol) of 1,3-dicyclohexylcarbodiimide. After 15 minutes, the solution was treated with 5.74 mL (52.6 mmol) of benzylamine. The solution was maintained at 0°-5° C. for 1 hour, then let warm to 25° C. overnight. The mixtur... The reactants are ice, C(=O)(C(F)(F)F)N (N-trifluoroacetamide), N[C@H](CC1=CNC2=CC=CC=C12)C(=O)O (D-tryptophan), ON1N=NC2=C1C=CC=C2 (1-hydroxybenzo-triazole), C1(CCCCC1)N=C=NC1CCCCC1 (1,3-dicyclohexylcarbodiimide), C(C1=CC=CC=C1)N (benzylamine). Product: C1(=CC=CC=C1)CNC([C@@H](CC1=CNC2=CC=CC=C12)NC(C(F)(F)F)=O)=O ((R)-N-(phenylmethyl)-α-[(trifluoroacetyl)amino]-1H-indole-3-propanamide). The solvent is C1CCOC1 (THF). Isolated yield 66.0%. Starting materials: O=Cc1cc(Br)ccc1F, C1CCOC1, [Li]CCCC, COCOc1ccc(Cl)nc1F. Yields the product COCOc1c(C(O)c2cc(Br)ccc2F)cc(Cl)nc1F. As a reaction SMILES: [Br:18][c:19]1[cH:20][cH:21][c:22]([F:27])[c:23]([CH:24]=[O:25])[cH:26]1.[CH2:28]1[O:29][CH2:30][CH2:31][CH2:32]1.[CH3:1][CH2:2][CH2:3][CH2:4][Li:5].[Cl:6][c:7]1[cH:8][cH:9][c:10]([O:14][CH2:15][O:16][CH3:17])[c:11]([F:13])[n:12]1>>[Cl:6][c:7]1[cH:8][c:9]([CH:24]([c:23]2[c:22]([F:27])[cH:21][cH:20][c:19]([Br:18])[cH:26]2)[OH:25])[c:10]([O:14][CH2:15][O:16][CH3:17])[c:11]([F:13])[n:12]1. As a reaction SMILES: [NH2:1][CH2:2][CH2:3][O:4][CH2:5][C:6]1[NH:7][C:8]([CH3:28])=[C:9]([C:24]([O:26][CH3:27])=[O:25])[CH:10]([C:17]2[CH:22]=[CH:21][CH:20]=[CH:19][C:18]=2[Cl:23])[C:11]=1[C:12]([O:14][CH2:15][CH3:16])=[O:13].[N:29]1([C:35](Cl)=[O:36])[CH2:33][CH2:32][NH:31][C:30]1=[O:34]>C(Cl)(Cl)Cl.C(N(CC)CC)C>[Cl:23][C:18]1[CH:19]=[CH:20][CH:21]=[CH:22][C:17]=1[CH:10]1[C:9]([C:24]([O:26][CH3:27])=[O:25])=[C:8]([CH3:28])[NH:7][C:6]([CH2:5][O:4][CH2:3][CH2:2][NH:1][C:35]([N:29]2[CH2:33][CH2:32][NH:31][C:30]2=[O:34])=[O:36])=[C:11]1[C:12]([O:14][CH2:15][CH3:16])=[O:13]. Run at time 18 hour. The product is ClC1=C(C=CC=C1)C1C(=C(NC(=C1C(=O)OC)C)COCCNC(=O)N1C(NCC1)=O)C(=O)OCC (4-(2-Chlorophenyl)-3-ethoxycarbonyl-2-[2-(imidazolidin-2-on-1-ylcarbonylamino)ethoxymethyl]-5-methoxycarbonyl-6-methyl-1,4-dihydropyridine). The yield is 55.4%. Procedure details: To a solution of 2-(2-aminoethoxymethyl)-4-(2-chlorophenyl)-3-ethoxycarbonyl-5-methoxycarbonyl-6-methyl-1,4-dihydropyridine (1.0 g) in a mixture of chloroform (dried over alumina) (20 ml) and triethylamine (2 ml) was added imidazolidin-2-on-1-yl carbonyl chloride (0.36 g) in one portion and the mixture stirred at room temperature for 18 hours. After evaporation to dryness, the resultant oil was partitioned between 5% aqueous sodium carbonate and methylene chloride. The combined organic liquors w... Starting materials: NCCOCC=1NC(=C(C(C1C(=O)OCC)C1=C(C=CC=C1)Cl)C(=O)OC)C (2-(2-aminoethoxymethyl)-4-(2-chlorophenyl)-3-ethoxycarbonyl-5-methoxycarbonyl-6-methyl-1,4-dihydropyridine), N1(C(NCC1)=O)C(=O)Cl (imidazolidin-2-on-1-yl carbonyl chloride). Run in C(Cl)(Cl)Cl (chloroform), C(C)N(CC)CC (triethylamine).